Task: describe an organic reaction: reactants, conditions, products, and yield. Dataset: the Open Reaction Database (ORD), a public repository of structured organic reaction records The reactants are C(C)(C)(C)OC(NC1=C(C=C(C=C1)C1=C(C=CC=C1)F)NC(CC(=O)C=1SC=CC1C#N)=O)=O ({3-[3-(3-cyano-thiophen-2-yl)-3-oxo-propionylamino]-2′-fluoro-biphenyl-4-yl}-carbamic acid tert.-butyl ester), C(=O)(C(F)(F)F)O (TFA). Run in C(Cl)Cl (CH2Cl2). Product: FC1=C(C=CC=C1)C1=CC2=C(NC(=CC(N2)=O)C=2SC=CC2C#N)C=C1 (2-[7-(2-Fluoro-phenyl)-4-oxo-4,5-dihydro-1H-benzo[b][1,4]diazepin-2-yl]-thiophene-3-carbonitrile). Reaction SMILES: C(OC(=O)[NH:7][C:8]1[CH:13]=[CH:12][C:11]([C:14]2[CH:19]=[CH:18][CH:17]=[CH:16][C:15]=2[F:20])=[CH:10][C:9]=1[NH:21][C:22](=[O:33])[CH2:23][C:24]([C:26]1[S:27][CH:28]=[CH:29][C:30]=1[C:31]#[N:32])=O)(C)(C)C.C(O)(C(F)(F)F)=O>C(Cl)Cl>[F:20][C:15]1[CH:16]=[CH:17][CH:18]=[CH:19][C:14]=1[C:11]1[CH:12]=[CH:13][C:8]2[NH:7][C:24]([C:26]3[S:27][CH:28]=[CH:29][C:30]=3[C:31]#[N:32])=[CH:23][C:22](=[O:33])[NH:21][C:9]=2[CH:10]=1. Procedure: Prepared from {3-[3-(3-cyano-thiophen-2-yl)-3-oxo-propionylamino]-2′-fluoro-biphenyl-4-yl}-carbamic acid tert.-butyl ester (Example K55) by treatment with TFA in CH2Cl2 according to the general procedure M. Obtained as a yellow solid (258 mg). Reactants: OCC1CNCC1 ((3RS)-3-hydroxymethyl pyrrolidine), C(C1=CC=CC=C1)OC(=O)NC(OC)=N (N-benzyloxycarbonyl-O-methylisourea), amine. The solvent is C1(=CC=CC=C1)C (toluene). Conditions: temperature 60 celsius. Yields the product C(C1=CC=CC=C1)OC(=O)NC(=N)N1CC(CC1)CO ((3RS)-1-(N-benzyloxycarbonylamidino)-3-hydroxymethyl pyrrolidine). Isolated yield 25.2%. As a reaction SMILES: [OH:1][CH2:2][CH:3]1[CH2:7][CH2:6][NH:5][CH2:4]1.[CH2:8]([O:15][C:16]([NH:18][C:19](=[NH:22])OC)=[O:17])[C:9]1[CH:14]=[CH:13][CH:12]=[CH:11][CH:10]=1>C1(C)C=CC=CC=1>[CH2:8]([O:15][C:16]([NH:18][C:19]([N:5]1[CH2:6][CH2:7][CH:3]([CH2:2][OH:1])[CH2:4]1)=[NH:22])=[O:17])[C:9]1[CH:14]=[CH:13][CH:12]=[CH:11][CH:10]=1. Reported procedure: 1.01 g (0.01 mole) (3RS)-3-hydroxymethyl pyrrolidine and 2.29 g (0.011 mole) N-benzyloxycarbonyl-O-methylisourea was dissolved (the amine not very soluble) in toluene and heated to 60° C. for three hours followed by stirring at room temperature over night. The mixture was evaporated and the 1H-NMR showed that the reaction was not completed. The mixture was therefore dissolved in 15 ml acetonitrile and heated to 60° C. for three hours followed by stirring at room temperature over night. The solve... The reactants are CCN(C(C)C)C(C)C, ClCCCl, CC(C)(C)CC1NC(C(=O)O)C(c2cccc(Cl)c2F)C12C(=O)Nc1cc(Cl)ccc12, O=C(O)C(F)(F)F, Nc1cc[nH]c(=O)c1, O=P(Cl)(c1ccccc1)c1ccccc1. Product: CC(C)(C)CC1NC(C(=O)Nc2cc[nH]c(=O)c2)C(c2cccc(Cl)c2F)C12C(=O)Nc1cc(Cl)ccc12. RXN SMILES: [CH:39]([N:40]([CH:41]([CH3:42])[CH3:43])[CH2:44][CH3:45])([CH3:46])[CH3:47].[Cl:71][CH2:72][CH2:73][Cl:74].[Cl:8][c:9]1[cH:10][cH:11][c:12]2[c:16]([cH:17]1)[NH:15][C:14](=[O:18])[C:13]21[CH:19]([CH2:34][C:35]([CH3:36])([CH3:37])[CH3:38])[NH:20][CH:21]([C:31](=[O:32])[OH:33])[CH:22]1[c:23]1[c:24]([F:30])[c:25]([Cl:29])[cH:26][cH:27][cH:28]1.[F:1][C:2]([F:3])([F:4])[C:5]([OH:6])=[O:7].[NH2:63][c:64]1[cH:65][c:66](=[O:70])[nH:67][cH:68][cH:69]1.[c:48]1([P:49]([Cl:50])([c:51]2[cH:52][cH:53][cH:54][cH:55][cH:56]2)=[O:57])[cH:58][cH:59][cH:60][cH:61][cH:62]1>>[Cl:8][c:9]1[cH:10][cH:11][c:12]2[c:16]([cH:17]1)[NH:15][C:14](=[O:18])[C:13]21[CH:19]([CH2:34][C:35]([CH3:36])([CH3:37])[CH3:38])[NH:20][CH:21]([C:31](=[O:33])[NH:63][c:64]2[cH:65][c:66](=[O:70])[nH:67][cH:68][cH:69]2)[CH:22]1[c:23]1[c:24]([F:30])[c:25]([Cl:29])[cH:26][cH:27][cH:28]1. Solvent: Br (hydrobromic acid). The product is CC12CCNC(CC3=C1C=C(C=C3)O)C2=O (1,2,3,4,-5,6-hexahydro-6-methyl-8-hydroxy-11-oxo-2,6-methano-3-benzazocine), III. Starting materials: CC12CCNC(CC3=C1C=C(C=C3)OC)C2=O (1,2,3,4,5,6-hexahydro-6-methyl-8-methoxy-11-oxo-2,6-methano-3-benzazocine), N (ammonia). Reported procedure: A mixture of 1,2,3,4,5,6-hexahydro-6-methyl-8-methoxy-11-oxo-2,6-methano-3-benzazocine (2.18 g.) and hydrobromic acid (48%, 20 ml.) was stirred under reflux (for 30 min.), basified with dilute ammonia and extracted with chloroform. Desiccation and concentration of the chloroform extracts afforded a tan solid (1.1 g.), recrystallization of which from acetone afforded 1,2,3,4,-5,6-hexahydro-6-methyl-8-hydroxy-11-oxo-2,6-methano-3-benzazocine (III: R=CH3, X"=HO, Y+Z=O; 0.4 g.), a white solid. RXN SMILES: [CH3:1][C:2]12[C:16](=[O:17])[CH:6]([CH2:7][C:8]3[CH:13]=[CH:12][C:11]([O:14]C)=[CH:10][C:9]=31)[NH:5][CH2:4][CH2:3]2.N>Br>[CH3:1][C:2]12[C:16](=[O:17])[CH:6]([CH2:7][C:8]3[CH:13]=[CH:12][C:11]([OH:14])=[CH:10][C:9]=31)[NH:5][CH2:4][CH2:3]2. Reaction conditions: time 3 hour. Product: BrCCCCCCC(=O)C1=CC=C(C=C1)Cl (7-bromo-1-(4-chlorophenyl)-1-heptanone). Run in O (Water). Procedure: 7-Bromoheptanoyl chloride (3.2 g) was added to chlorobenzene (30 ml), and aluminum chloride (1.6 g) was added under ice-cooling, which was followed by stirring for 3 hr. Water was added to the reaction mixture and the mixture was extracted with ethyl acetate. The organic layer was washed with brine, dried and the solvent was evaporated under reduced pressure. The obtained residue was purified by silica gel column chromatography to give 2.2 g of 7-bromo-1-(4-chlorophenyl)-1-heptanone. Reaction SMILES: [Br:1][CH2:2][CH2:3][CH2:4][CH2:5][CH2:6][CH2:7][C:8](Cl)=[O:9].[Cl:11][C:12]1[CH:17]=[CH:16][CH:15]=[CH:14][CH:13]=1.[Cl-].[Al+3].[Cl-].[Cl-]>O>[Br:1][CH2:2][CH2:3][CH2:4][CH2:5][CH2:6][CH2:7][C:8]([C:15]1[CH:16]=[CH:17][C:12]([Cl:11])=[CH:13][CH:14]=1)=[O:9] |f:2.3.4.5|. Reactants: BrCCCCCCC(=O)Cl (7-Bromoheptanoyl chloride), ClC1=CC=CC=C1 (chlorobenzene), [Cl-].[Al+3].[Cl-].[Cl-] (aluminum chloride). The reactants are C1(CC1)C1=C(C(=C(C(=O)C(C(=O)OCC)=CNC(CO)C)C(=C1F)F)F)F (ethyl 2-(4-cyclopropyl-2,3,5,6-tetrafluorobenzoyl)-3-(2-hydroxy-1-methylethylamino)acrylate), C([O-])([O-])=O.[K+].[K+] (potassium carbonate), O (water). Run in CN(C=O)C (N,N-dimethylformamide). Reaction conditions: time 30 minute. The product is C1(CC1)C1=C(C(=C2C(C(=CN(C2=C1F)C(CO)C)C(=O)OCC)=O)F)F (ethyl 7-cyclopropyl-5,6,8-trifluoro-1-(2-hydroxy-1-methylethyl)-1,4-dihydro-4-oxo-3-quinolinecarboxylate). The yield is 84.3%. RXN SMILES: [CH:1]1([C:4]2[C:23]([F:24])=[C:22](F)[C:7]([C:8]([C:10](=[CH:16][NH:17][CH:18]([CH3:21])[CH2:19][OH:20])[C:11]([O:13][CH2:14][CH3:15])=[O:12])=[O:9])=[C:6]([F:26])[C:5]=2[F:27])[CH2:3][CH2:2]1.C(=O)([O-])[O-].[K+].[K+].O>CN(C)C=O>[CH:1]1([C:4]2[C:23]([F:24])=[C:22]3[C:7]([C:8](=[O:9])[C:10]([C:11]([O:13][CH2:14][CH3:15])=[O:12])=[CH:16][N:17]3[CH:18]([CH3:21])[CH2:19][OH:20])=[C:6]([F:26])[C:5]=2[F:27])[CH2:2][CH2:3]1 |f:1.2.3|. Procedure details: In 3 ml of N,N-dimethylformamide was dissolved 300 mg of ethyl 2-(4-cyclopropyl-2,3,5,6-tetrafluorobenzoyl)-3-(2-hydroxy-1-methylethylamino)acrylate. To the resulting solution was added 130 mg of potassium carbonate. The resulting mixture was stirred at 80°-90° C. for 30 minutes, and 20 ml of water was added to the reaction mixture. The resulting crystals were collected by filtration to obtain 240 mg (yield: 84.5%) of ethyl 7-cyclopropyl-5,6,8-trifluoro-1-(2-hydroxy-1-methylethyl)-1,4-dihydro-4-...